This data is from the Open Reaction Database (ORD), a public repository of structured organic reaction records. The task is: describe an organic reaction: reactants, conditions, products, and yield The reactants are CI, [Li], CCOCC, O, O=C(O)C1(Nc2ccccc2)CCN(CCc2ccccc2)CC1. The product is CC(=O)C1(Nc2ccccc2)CCN(CCc2ccccc2)CC1. Reaction SMILES: [I:1][CH3:2].[Li:8].[O:3]([CH2:4][CH3:5])[CH2:6][CH3:7].[OH2:33].[c:9]1([NH:15][C:16]2([C:30]([OH:31])=[O:32])[CH2:17][CH2:18][N:19]([CH2:22][CH2:23][c:24]3[cH:25][cH:26][cH:27][cH:28][cH:29]3)[CH2:20][CH2:21]2)[cH:10][cH:11][cH:12][cH:13][cH:14]1>>[O:3]=[C:6]([CH3:7])[C:16]1([NH:15][c:9]2[cH:10][cH:11][cH:12][cH:13][cH:14]2)[CH2:17][CH2:18][N:19]([CH2:22][CH2:23][c:24]2[cH:25][cH:26][cH:27][cH:28][cH:29]2)[CH2:20][CH2:21]1. The reactants are O=C1CCOc2cc(Br)ccc21, CC(=O)[O-], CCO, Cl, [Na+], O, NO. As a reaction SMILES: [Br:6][c:7]1[cH:8][cH:9][c:10]2[c:15]([cH:16]1)[O:14][CH2:13][CH2:12][C:11]2=[O:17].[C:1]([O-:2])(=[O:3])[CH3:4].[CH3:22][CH2:23][OH:24].[ClH:18].[Na+:5].[OH2:21].[OH:19][NH2:20]>>[Br:6][c:7]1[cH:8][cH:9][c:10]2[c:15]([cH:16]1)[O:14][CH2:13][CH2:12][C:11]2=[N:20][OH:19]. Yields the product ON=C1CCOc2cc(Br)ccc21. Reaction SMILES: [CH3:17][CH2:18][OH:19].[Cl:1][S:2](=[O:3])(=[O:4])[c:5]1[cH:6][c:7]2[c:11]([cH:12][cH:13]1)[NH:10][C:9](=[O:14])[CH2:8]2.[NH4+:15].[OH-:16]>>[S:2](=[O:3])(=[O:4])([c:5]1[cH:6][c:7]2[c:11]([cH:12][cH:13]1)[NH:10][C:9](=[O:14])[CH2:8]2)[NH2:15]. Yields the product NS(=O)(=O)c1ccc2c(c1)CC(=O)N2. Reactants: CCO, O=C1Cc2cc(S(=O)(=O)Cl)ccc2N1, [NH4+], [OH-]. The reactants are BrC=1C(=[N+](C=CC1)[O-])NC(C(C(C)C1=CC=C(C=C1)C(=O)OC)=C)=O (3-bromo-2-(3-(4-(methoxycarbonyl)phenyl)-2-methylenebutanamido)pyridine 1-oxide), C([O-])([O-])=O.[Cs+].[Cs+] (cesium carbonate). Reagents/catalysts: Cl[Pd]([P](C1=CC=CC=C1)(C2=CC=CC=C2)C3=CC=CC=C3)([P](C4=CC=CC=C4)(C5=CC=CC=C5)C6=CC=CC=C6)Cl (Bis(triphenylphosphine)palladium(II) dichloride). The solvent is CN(C)C=O (DMF). Run at temperature 110 celsius. Yields the product COC(=O)C=1C=C2CC3(C(NC4=[N+](C=CC=C43)[O-])=O)C(C2=CC1)C (5-(Methoxycarbonyl)-1-methyl-2′-oxo-1,1′,2′,3-tetrahydrospiro[indene-2,3′-pyrrolo[2,3-b]pyridine]7′-oxide). Reaction SMILES: Br[C:2]1[C:3]([NH:9][C:10](=[O:25])[C:11](=[CH2:24])[CH:12]([C:14]2[CH:19]=[CH:18][C:17]([C:20]([O:22][CH3:23])=[O:21])=[CH:16][CH:15]=2)[CH3:13])=[N+:4]([O-:8])[CH:5]=[CH:6][CH:7]=1.C(=O)([O-])[O-].[Cs+].[Cs+]>CN(C=O)C.Cl[Pd](Cl)([P](C1C=CC=CC=1)(C1C=CC=CC=1)C1C=CC=CC=1)[P](C1C=CC=CC=1)(C1C=CC=CC=1)C1C=CC=CC=1>[CH3:23][O:22][C:20]([C:17]1[CH:16]=[C:15]2[C:14](=[CH:19][CH:18]=1)[CH:12]([CH3:13])[C:11]1([C:2]3[C:3](=[N+:4]([O-:8])[CH:5]=[CH:6][CH:7]=3)[NH:9][C:10]1=[O:25])[CH2:24]2)=[O:21] |f:1.2.3,^1:39,58|. Procedure details: Bis(triphenylphosphine)palladium(II) dichloride (0.17 g, 0.24 mmol) was added to a deoxygenated mixture of 3-bromo-2-(3-(4-(methoxycarbonyl)phenyl)-2-methylenebutanamido)pyridine 1-oxide (2.0 g, 5.0 mmol), cesium carbonate (4.03 g, 12.4 mmol) in anhydrous DMF (40 mL). The resulting mixture was heated at 110° C. under nitrogen for 20 h, then cooled and filtered through Celite®. The filter cake was washed with ethyl acetate. The filtrate was concentrated, and partitioned between ethyl acetate and ... The reactants are NC(=S)N (thiourea), C(C)(=O)[O-].[Na+] (sodium acetate), ClCC(C(C(=O)NC1[C@@H]2N(C(=C(CS2)\C=C\Cl)C(=O)OC(C2=CC=CC=C2)C2=CC=CC=C2)C1=O)=NOCC(=O)OC)=O (benzhydryl 7-(4-chloro-2-methoxycarbonylmethoxyimino-3-oxobutyramido)-3-[(E)-2-chlorovinyl]-3-cephem-4-carboxylate). Solvent: O1CCCC1 (tetrahydrofuran), O (water). Conditions: time 2 hour. Yields the product COC(=O)CON=C(C(=O)NC1[C@@H]2N(C(=C(CS2)\C=C\Cl)C(=O)OC(C2=CC=CC=C2)C2=CC=CC=C2)C1=O)C=1N=C(SC1)N (benzhydryl 7-[2-methoxycarbonylmethoxyimino-2-(2-aminothiazol-4-yl)acetamido]-3-[(E)-2-chlorovinyl]-3-cephem-4-carboxylate). Isolated yield 85.0%. RXN SMILES: Cl[CH2:2][C:3](=O)[C:4](=[N:36][O:37][CH2:38][C:39]([O:41][CH3:42])=[O:40])[C:5]([NH:7][CH:8]1[C:34](=[O:35])[N:10]2[C:11]([C:18]([O:20][CH:21]([C:28]3[CH:33]=[CH:32][CH:31]=[CH:30][CH:29]=3)[C:22]3[CH:27]=[CH:26][CH:25]=[CH:24][CH:23]=3)=[O:19])=[C:12](/[CH:15]=[CH:16]/[Cl:17])[CH2:13][S:14][C@H:9]12)=[O:6].[NH2:44][C:45]([NH2:47])=[S:46].C([O-])(=O)C.[Na+]>O1CCCC1.O>[CH3:42][O:41][C:39]([CH2:38][O:37][N:36]=[C:4]([C:3]1[N:44]=[C:45]([NH2:47])[S:46][CH:2]=1)[C:5]([NH:7][CH:8]1[C:34](=[O:35])[N:10]2[C:11]([C:18]([O:20][CH:21]([C:22]3[CH:23]=[CH:24][CH:25]=[CH:26][CH:27]=3)[C:28]3[CH:29]=[CH:30][CH:31]=[CH:32][CH:33]=3)=[O:19])=[C:12](/[CH:15]=[CH:16]/[Cl:17])[CH2:13][S:14][C@H:9]12)=[O:6])=[O:40] |f:2.3|. Reported procedure: To a solution of benzhydryl 7-(4-chloro-2-methoxycarbonylmethoxyimino-3-oxobutyramido)-3-[(E)-2-chlorovinyl]-3-cephem-4-carboxylate (1.65 g) in a mixture of tetrahydrofuran (10 ml) and water (10 ml) were added thiourea (0.39 g) and sodium acetate (1.05 g). The mixture was stirred at ambient temperature for 2 hours and extracted with ethyl acetate. The extract was washed with a saturated aqueous solution of sodium chloride and dried over magnesium sulfate, and the solvent was evaporated under red... Reactants: Br, CCOCC(=O)O, CCN=C=NCCCN(C)C, CCN(C(C)C)C(C)C, CC(C)OC(C)C, ClCCl, Nc1ncc(Br)s1. Product: CCOCC(=O)Nc1ncc(Br)s1. As a reaction SMILES: [BrH:19].[CH2:12]([CH3:13])[O:14][CH2:15][C:16](=[O:17])[OH:18].[CH3:1][CH2:2][N:3]=[C:4]=[N:5][CH2:6][CH2:7][CH2:8][N:9]([CH3:10])[CH3:11].[CH:27]([N:28]([CH:29]([CH3:30])[CH3:31])[CH2:32][CH3:33])([CH3:34])[CH3:35].[CH:36]([O:37][CH:38]([CH3:39])[CH3:40])([CH3:41])[CH3:42].[Cl:43][CH2:44][Cl:45].[NH2:20][c:21]1[s:22][c:23]([Br:26])[cH:24][n:25]1>>[CH2:12]([CH3:13])[O:14][CH2:15][C:16](=[O:18])[NH:20][c:21]1[s:22][c:23]([Br:26])[cH:24][n:25]1. Reactants: BrC=1C=C(C#N)C=CC1 (3-bromobenzonitrile), CC(=O)C.C(=O)=O (acetone CO2), [Li]CCCC (n-BuLi), C(C)(C)(C)N1N=C(C=C1NC(C(F)(F)F)=O)C1CC(C1)=O (N-[2-tert-butyl-5-(3-oxo-cyclobutyl)-2H-pyrazol-3-yl]-2,2,2-trifluoro-acetamide). Run in C1CCOC1 (THF). Conditions: time 15 minute. The product is C(C)(C)(C)N1N=C(C=C1NC(C(F)(F)F)=O)C1CC(C1)(O)C1=CC(=CC=C1)C#N (N-{2-tert-Butyl-5-[3-(3-cyano-phenyl)-3-hydroxy-cyclobutyl]-2H-pyrazol-3-yl}-2,2,2-trifluoro-acetamide). Yield: 98.4%. Reaction SMILES: Br[C:2]1[CH:3]=[C:4]([CH:7]=[CH:8][CH:9]=1)[C:5]#[N:6].CC(C)=O.C(=O)=O.[Li]CCCC.[C:22]([N:26]1[C:30]([NH:31][C:32](=[O:37])[C:33]([F:36])([F:35])[F:34])=[CH:29][C:28]([CH:38]2[CH2:41][C:40](=[O:42])[CH2:39]2)=[N:27]1)([CH3:25])([CH3:24])[CH3:23]>C1COCC1>[C:22]([N:26]1[C:30]([NH:31][C:32](=[O:37])[C:33]([F:36])([F:34])[F:35])=[CH:29][C:28]([CH:38]2[CH2:41][C:40]([C:2]3[CH:9]=[CH:8][CH:7]=[C:4]([C:5]#[N:6])[CH:3]=3)([OH:42])[CH2:39]2)=[N:27]1)([CH3:25])([CH3:23])[CH3:24] |f:1.2|. Procedure details: To a stirring solution of 3-bromobenzonitrile (12.6 g, 69.0 mmol) in 245 mL of THF at −78° C. (acetone/CO2 bath) was added a solution of n-BuLi (27.6 ml, 69 mmol, 2.5 M in hexanes). After 15 min, a solution of N-[2-tert-butyl-5-(3-oxo-cyclobutyl)-2H-pyrazol-3-yl]-2,2,2-trifluoro-acetamide (4.0 g, 11.5 mmol in 200 mL of THF) was added. After one hr, the reaction mixture was quenched cold by the addition of a saturated NH4Cl solution, and was then allowed to warm to room temperature. The reaction ... Starting materials: CCOC(=O)N1c2ccccc2C=CC1OCC, Cn1c2ccc(Cl)cc2c2oc(C(=O)O)cc(=O)c21, Nc1nnn[nH]1, O, c1ccccc1. The product is Cn1c2ccc(Cl)cc2c2oc(C(=O)Nc3nnn[nH]3)cc(=O)c21. RXN SMILES: [CH2:20]([O:21][C:22]([N:23]1[c:24]2[c:25]([cH:26][cH:27][cH:28][cH:29]2)[CH:30]=[CH:31][CH:32]1[O:33][CH2:34][CH3:35])=[O:36])[CH3:37].[Cl:1][c:2]1[cH:3][c:4]2[c:5]3[c:6]([n:7]([CH3:11])[c:8]2[cH:9][cH:10]1)[c:12](=[O:19])[cH:13][c:14]([C:16](=[O:17])[OH:18])[o:15]3.[NH2:39][c:40]1[n:41][n:42][n:43][nH:44]1.[OH2:38].[cH:45]1[cH:46][cH:47][cH:48][cH:49][cH:50]1>>[Cl:1][c:2]1[cH:3][c:4]2[c:5]3[c:6]([n:7]([CH3:11])[c:8]2[cH:9][cH:10]1)[c:12](=[O:19])[cH:13][c:14]([C:16](=[O:17])[NH:39][c:40]1[n:41][n:42][n:43][nH:44]1)[o:15]3.